Dataset: the Open Reaction Database (ORD), a public repository of structured organic reaction records. Task: describe an organic reaction: reactants, conditions, products, and yield Reactants: ClC=1C2=C(N=CN1)C(=C(N2)C)C(=O)OCC (ethyl 4-chloro-6-methyl-5H-pyrrolo[3,2-d]pyrimidine-7-carboxylate), C1(CC1)COC1=C(C=C(C=C1)OC)B1OC(C(O1)(C)C)(C)C (2-(2-cyclopropylmethoxy-5-methoxy-phenyl)-4,4,5,5-tetramethyl-[1,3,2]dioxaborolane). Yields the product C1(CC1)COC1=C(C=C(C=C1)OC)C=1C2=C(N=CN1)C(=C(N2)C)C(=O)OCC (Ethyl 4-(2-cyclopropylmethoxy-5-methoxy-phenyl)-6-methyl-5H-pyrrolo[3,2-d]pyrimidine-7-carboxylate). As a reaction SMILES: Cl[C:2]1[C:3]2[NH:10][C:9]([CH3:11])=[C:8]([C:12]([O:14][CH2:15][CH3:16])=[O:13])[C:4]=2[N:5]=[CH:6][N:7]=1.[CH:17]1([CH2:20][O:21][C:22]2[CH:27]=[CH:26][C:25]([O:28][CH3:29])=[CH:24][C:23]=2B2OC(C)(C)C(C)(C)O2)[CH2:19][CH2:18]1>>[CH:17]1([CH2:20][O:21][C:22]2[CH:23]=[CH:24][C:25]([O:28][CH3:29])=[CH:26][C:27]=2[C:2]2[C:3]3[NH:10][C:9]([CH3:11])=[C:8]([C:12]([O:14][CH2:15][CH3:16])=[O:13])[C:4]=3[N:5]=[CH:6][N:7]=2)[CH2:18][CH2:19]1. Reported procedure: Starting from ethyl 4-chloro-6-methyl-5H-pyrrolo[3,2-d]pyrimidine-7-carboxylate (example A4) and 2-(2-cyclopropylmethoxy-5-methoxy-phenyl)-4,4,5,5-tetramethyl-[1,3,2]dioxaborolane (example B.c7) the title compound is obtained as yellow solid. The reactants are O=C(CBr)c1ccc(Br)cc1, [C-]#N, CCO, Cl, [K+], O. Yields the product N#CCC(=O)c1ccc(Br)cc1. Reaction SMILES: [Br:4][CH2:5][C:6](=[O:7])[c:8]1[cH:9][cH:10][c:11]([Br:14])[cH:12][cH:13]1.[C-:1]#[N:2].[CH3:17][CH2:18][OH:19].[ClH:15].[K+:3].[OH2:16]>>[C:1](#[N:2])[CH2:5][C:6](=[O:7])[c:8]1[cH:9][cH:10][c:11]([Br:14])[cH:12][cH:13]1.